Dataset: the Open Reaction Database (ORD), a public repository of structured organic reaction records. Task: describe an organic reaction: reactants, conditions, products, and yield The reactants are ClC1=NC=C(C(=O)Cl)C=C1 (6-chloronicotinoyl chloride), NC=1C(=NC=NC1Cl)Cl (5-amino-4,6-dichloropyrimidine). The product is ClC1=CC=C(C=N1)C(=O)NC=1C(=NC=NC1Cl)Cl (6-Chloro-N-(4,6-dichloro-5-pyrimidyl)-3-pyridinecarboxamide). RXN SMILES: [Cl:1][C:2]1[CH:10]=[CH:9][C:5]([C:6](Cl)=[O:7])=[CH:4][N:3]=1.[NH2:11][C:12]1[C:13]([Cl:19])=[N:14][CH:15]=[N:16][C:17]=1[Cl:18]>>[Cl:1][C:2]1[N:3]=[CH:4][C:5]([C:6]([NH:11][C:12]2[C:13]([Cl:19])=[N:14][CH:15]=[N:16][C:17]=2[Cl:18])=[O:7])=[CH:9][CH:10]=1. Procedure details: The title compound was prepared from 6-chloronicotinoyl chloride and 5-amino-4,6-dichloropyrimidine as a white solid as described in Example 1. 1H NMR (CDCl3): 8.95 (d, J=2.4, 1H), 8.78 (s, 1H), 8.25-8.22 (m, 1H), 7.57 (s, 1H), 7.54 (d, J=8.4, 1H).